Dataset: the Open Reaction Database (ORD), a public repository of structured organic reaction records. Task: describe an organic reaction: reactants, conditions, products, and yield Reactants: CCOC(=O)c1cccc(NC(=O)CCCCCCCCCCCOC)c1, CCO, [Li+], [OH-]. The product is COCCCCCCCCCCCC(=O)Nc1cccc(C(=O)O)c1. Reaction SMILES: [CH3:1][O:2][CH2:3][CH2:4][CH2:5][CH2:6][CH2:7][CH2:8][CH2:9][CH2:10][CH2:11][CH2:12][CH2:13][C:14](=[O:15])[NH:16][c:17]1[cH:18][c:19]([C:20](=[O:21])[O:22][CH2:23][CH3:24])[cH:25][cH:26][cH:27]1.[CH3:30][CH2:31][OH:32].[Li+:28].[OH-:29]>>[CH3:1][O:2][CH2:3][CH2:4][CH2:5][CH2:6][CH2:7][CH2:8][CH2:9][CH2:10][CH2:11][CH2:12][CH2:13][C:14](=[O:15])[NH:16][c:17]1[cH:18][c:19]([C:20](=[O:21])[OH:22])[cH:25][cH:26][cH:27]1. Starting materials: C(C)(=O)NC1=CC=C(C=C1)O (p-Acetylaminophenol), C([O-])([O-])=O.[K+].[K+] (potassium carbonate), COC1=C(CCl)C=CC(=C1)OC (2,4-dimethoxybenzyl chloride). Run in CN(C=O)C (dimethyl formamide). Conditions: temperature 130 celsius. Product: COC1=C(COC2=CC=C(NC(C)=O)C=C2)C=CC(=C1)OC (p-(2,4-dimethoxybenzyloxy)acetanilide). Reaction SMILES: [C:1]([NH:4][C:5]1[CH:10]=[CH:9][C:8]([OH:11])=[CH:7][CH:6]=1)(=[O:3])[CH3:2].C(=O)([O-])[O-].[K+].[K+].[CH3:18][O:19][C:20]1[CH:27]=[C:26]([O:28][CH3:29])[CH:25]=[CH:24][C:21]=1[CH2:22]Cl>CN(C)C=O>[CH3:18][O:19][C:20]1[CH:27]=[C:26]([O:28][CH3:29])[CH:25]=[CH:24][C:21]=1[CH2:22][O:11][C:8]1[CH:9]=[CH:10][C:5]([NH:4][C:1](=[O:3])[CH3:2])=[CH:6][CH:7]=1 |f:1.2.3|. Procedure: p-Acetylaminophenol (15.1 g, 0.1 M) in dimethyl formamide (30 ml) containing potassium carbonate (1.36 g, 0.1 M) is treated with 2,4-dimethoxybenzyl chloride (1.86 g, 0.1 M). The mixture is then heated at 130° C. for 3 hours, then the solvent removed by evaporation under reduced pressure. The residue is treated with water, and the precipitate filtered off and recrystallized from ethanol to afford p-(2,4-dimethoxybenzyloxy)acetanilide. Reaction SMILES: [C:1]([CH3:2])([CH3:3])([CH3:4])[c:5]1[n:6][n:7]2[c:8]([n:9][c:10]([CH3:30])[c:11]([CH:22]([C:23](=[O:24])[O:25][CH3:26])[CH2:27][CH2:28][CH3:29])[c:12]2-[c:13]2[cH:14][c:15]3[cH:16][cH:17][nH:18][c:19]3[cH:20][cH:21]2)[cH:31]1.[CH3:34][OH:35].[Na+:33].[OH-:32]>>[C:1]([CH3:2])([CH3:3])([CH3:4])[c:5]1[n:6][n:7]2[c:8]([n:9][c:10]([CH3:30])[c:11]([CH:22]([C:23](=[O:24])[OH:25])[CH2:27][CH2:28][CH3:29])[c:12]2-[c:13]2[cH:14][c:15]3[cH:16][cH:17][nH:18][c:19]3[cH:20][cH:21]2)[cH:31]1. The reactants are CCCC(C(=O)OC)c1c(C)nc2cc(C(C)(C)C)nn2c1-c1ccc2[nH]ccc2c1, CO, [Na+], [OH-]. Product: CCCC(C(=O)O)c1c(C)nc2cc(C(C)(C)C)nn2c1-c1ccc2[nH]ccc2c1. Reactants: Cl.NCC(=O)NC(C1=CC=CC=C1)C1=CC=C(C=C1)Cl (rac-2-amino-N-[(4-chloro-phenyl)-phenyl-methyl]-acetamide hydrochloride), CC=1C=C(C(=O)O)C=C(C1OC)C (3,5-dimethyl-4-methoxybenzoic acid). Yields the product ClC1=CC=C(C=C1)C(C1=CC=CC=C1)NC(=O)CNC(C1=CC(=C(C(=C1)C)OC)C)=O (rac-N-({[(4-Chloro-phenyl)-phenyl-methyl]-carbamoyl}-methyl)-4-methoxy-3,5-dimethyl-benzamide). Reaction SMILES: Cl.[NH2:2][CH2:3][C:4]([NH:6][CH:7]([C:14]1[CH:19]=[CH:18][C:17]([Cl:20])=[CH:16][CH:15]=1)[C:8]1[CH:13]=[CH:12][CH:11]=[CH:10][CH:9]=1)=[O:5].[CH3:21][C:22]1[CH:23]=[C:24]([CH:28]=[C:29]([CH3:33])[C:30]=1[O:31][CH3:32])[C:25](O)=[O:26]>>[Cl:20][C:17]1[CH:18]=[CH:19][C:14]([CH:7]([NH:6][C:4]([CH2:3][NH:2][C:25](=[O:26])[C:24]2[CH:28]=[C:29]([CH3:33])[C:30]([O:31][CH3:32])=[C:22]([CH3:21])[CH:23]=2)=[O:5])[C:8]2[CH:13]=[CH:12][CH:11]=[CH:10][CH:9]=2)=[CH:15][CH:16]=1 |f:0.1|. Procedure: Prepared in analogy to example 1.12 from rac-2-amino-N-[(4-chloro-phenyl)-phenyl-methyl]-acetamide hydrochloride (Example 3.1) and 3,5-dimethyl-4-methoxybenzoic acid.